From a dataset of the Open Reaction Database (ORD), a public repository of structured organic reaction records. describe an organic reaction: reactants, conditions, products, and yield Run in C(C)(=O)OCC (ethyl acetate). The reactants are C(C)(C)(C)OC(=O)NCCCN1CCC(CC1)C1=C(C#N)C=CC=C1 (2-[1-(3-tert-butoxycarbonylamino-propyl)piperidin-4-yl]benzonitrile), Cl (hydrogen chloride). RXN SMILES: C(OC([NH:8][CH2:9][CH2:10][CH2:11][N:12]1[CH2:17][CH2:16][CH:15]([C:18]2[CH:25]=[CH:24][CH:23]=[CH:22][C:19]=2[C:20]#[N:21])[CH2:14][CH2:13]1)=O)(C)(C)C.[ClH:26]>C(OCC)(=O)C>[ClH:26].[NH2:8][CH2:9][CH2:10][CH2:11][N:12]1[CH2:13][CH2:14][CH:15]([C:18]2[CH:25]=[CH:24][CH:23]=[CH:22][C:19]=2[C:20]#[N:21])[CH2:16][CH2:17]1 |f:3.4|. Run at temperature 0 celsius, time 10 minute. Product: Cl.NCCCN1CCC(CC1)C1=C(C#N)C=CC=C1 (2-[1-(3-aminopropyl)-piperidin-4-yl]benzonitrile hydrochloride). Procedure details: To a solution of 2-[1-(3-tert-butoxycarbonylamino-propyl)piperidin-4-yl]benzonitrile (0.73 g, 2.1 mmol) in ethyl acetate (100 ml), cooled to 0° C. was added hydrogen chloride gas, bubbled vigorously for 5 minutes. The reaction mixture was stirred for 10 minutes at 0° C., purged with argon and concentrated. Flushing with ethyl acetate×2 and concentration gave 2-[1-(3-aminopropyl)-piperidin-4-yl]benzonitrile hydrochloride. Starting materials: [OH-].[Na+] (NaOH), FC1=CC(=C(C=C1)O)[N+](=O)[O-] (4-fluoro-2-nitrophenol), [Sn] (tin), [Cl-] (chloride). The solvent is C(C)O (ethanol). Reaction conditions: temperature 80 celsius, time 2 hour. Yields the product NC1=C(C=CC(=C1)F)O (2-amino-4-fluorophenol). The yield is 105.5%. As a reaction SMILES: [F:1][C:2]1[CH:7]=[CH:6][C:5]([OH:8])=[C:4]([N+:9]([O-])=O)[CH:3]=1.[Sn].[Cl-].[OH-].[Na+]>C(O)C>[NH2:9][C:4]1[CH:3]=[C:2]([F:1])[CH:7]=[CH:6][C:5]=1[OH:8] |f:3.4,^3:11|. Procedure: A mixture of 4-fluoro-2-nitrophenol (1 g, 4.64 mmol) and tin (to) chloride (5.4 g, 24.2 mmol) in ethanol (50 mL) was heated at 80° C. under argon. After 2 hours, the starting material had disappeared and the solution was allowed to cool down and then poured into ice. The pH is made slightly basic (pH7-8), by addition of solid NaOH, before being extracted with ethyl acetate. The organic phase was washed with brine, dried over MgSO4 and filtered. The solvent was evaporated and chromatography of th... The reactants are FC(CN1C[C@H](CC1)SC1=CC=C(C=C1)O)(CCC1=CC=CC=C1)F ((3S)-4-[1-(2,2-Difluoro-4-phenyl-butyl)-pyrrolidin-3-ylsulfanyl]-phenol), OOS(=O)[O-].[K+] (oxone). The solvent is CO (MeOH). Reaction conditions: temperature 0 celsius, time 4 hour. Product: S-oxide, FC(CN1CC(CC1)S(=O)C1=CC=C(C=C1)O)(CCC1=CC=CC=C1)F (4-[1-(2,2-difluoro-4-phenyl-butyl)-pyrrolidine-3-sulfinyl]-phenol). Yield: 108.5%. As a reaction SMILES: [F:1][C:2]([F:25])([CH2:17][CH2:18][C:19]1[CH:24]=[CH:23][CH:22]=[CH:21][CH:20]=1)[CH2:3][N:4]1[CH2:8][CH2:7][C@H:6]([S:9][C:10]2[CH:15]=[CH:14][C:13]([OH:16])=[CH:12][CH:11]=2)[CH2:5]1.[OH:26]OS([O-])=O.[K+]>CO>[F:25][C:2]([F:1])([CH2:17][CH2:18][C:19]1[CH:24]=[CH:23][CH:22]=[CH:21][CH:20]=1)[CH2:3][N:4]1[CH2:8][CH2:7][CH:6]([S:9]([C:10]2[CH:15]=[CH:14][C:13]([OH:16])=[CH:12][CH:11]=2)=[O:26])[CH2:5]1 |f:1.2|. Reported procedure: (3S)-4-[1-(2,2-Difluoro-4-phenyl-butyl)-pyrrolidin-3-ylsulfanyl]-phenol (0.25 g, 0.688 mmol) was dissolved in MeOH (20 ml), cooled to 0° C. and treated with oxone (0.21 g, 0.34 mmol). After 4 hours stirring at 0° C., reaction mixture was quenched with saturated NaHCO3 (65 ml). Aqueous phase was extracted with CH2Cl2 (3 times). Combined organic phases were dried over Na2SO4 and the solvent was evaporated. The residue was chromatographed by MPLC over silica gel (hexane-ethyl acetate, 98:2 to 50:50... The reactants are CI, CC(C)=O, [K+], [K+], O=C([O-])[O-], Sc1nc2ncccc2[nH]1. Product: CSc1nc2cccnc2[nH]1. Reaction SMILES: [CH3:11][I:12].[CH3:19][C:20](=[O:21])[CH3:22].[K+:13].[K+:14].[O-:15][C:16]([O-:17])=[O:18].[nH:1]1[c:2]([SH:10])[n:3][c:4]2[n:5][cH:6][cH:7][cH:8][c:9]12>>[n:1]1[c:2]([S:10][CH3:16])[nH:3][c:4]2[n:5][cH:6][cH:7][cH:8][c:9]12.